This data is from the Open Reaction Database (ORD), a public repository of structured organic reaction records. The task is: describe an organic reaction: reactants, conditions, products, and yield Reactants: O (water), OC1=CN=C(C=C1C=O)OC (5-hydroxy-2-methoxyisonicotinaldehyde), Cl.ClCC=1C=NC=C(C(=O)OC)C1 (methyl 5-(chloromethyl)nicotinate hydrochloride), C(=O)([O-])[O-].[K+].[K+] (K2CO3). Run in CN(C)C=O (DMF). Reaction conditions: temperature 60 celsius. The product is C(=O)C1=C(C=NC(=C1)OC)OCC=1C=NC=C(C(=O)OC)C1 (methyl 5-((4-formyl-6-methoxypyridin-3-yloxy)methyl)nicotinate). The yield is 50.6%. RXN SMILES: [OH:1][C:2]1[C:7]([CH:8]=[O:9])=[CH:6][C:5]([O:10][CH3:11])=[N:4][CH:3]=1.Cl.Cl[CH2:14][C:15]1[CH:16]=[N:17][CH:18]=[C:19]([CH:24]=1)[C:20]([O:22][CH3:23])=[O:21].C([O-])([O-])=O.[K+].[K+].O>CN(C=O)C>[CH:8]([C:7]1[CH:6]=[C:5]([O:10][CH3:11])[N:4]=[CH:3][C:2]=1[O:1][CH2:14][C:15]1[CH:16]=[N:17][CH:18]=[C:19]([CH:24]=1)[C:20]([O:22][CH3:23])=[O:21])=[O:9] |f:1.2,3.4.5|. Procedure details: A mixture of 5-hydroxy-2-methoxyisonicotinaldehyde (352 mg, 2.29 mmol, 1 eq.), methyl 5-(chloromethyl)nicotinate hydrochloride (506 mg, 2.29 mmol, 1 eq.), and K2CO3 (1.26 g, 9.16 mmol, 4 eq.) in DMF (8.0 mL) was heated at 60° C. for 3 h. The mixture was cooled and added into water (50 mL) dropwise. The precipitate was filtered, washed with water, and dried to give methyl 5-((4-formyl-6-methoxypyridin-3-yloxy)methyl)nicotinate (350 mg, 85%) as a yellow solid. 1H NMR (400 MHz, CDCl3) δ 10.47 (s, 1...